This data is from the Open Reaction Database (ORD), a public repository of structured organic reaction records. The task is: describe an organic reaction: reactants, conditions, products, and yield Starting materials: O=C([O-])[O-], CO, O=CO, CC(C(=O)N1CCCC1CN1CCCC1)N1CCC(N(CC(=O)OCc2ccccc2)S(=O)(=O)c2ccc3cc(Cl)ccc3c2)C1=O, [K+], [K+], O. Product: O=C[O-], CC(C(=O)N1CCCC1CN1CCCC1)N1CCC(N(CC(=O)O)S(=O)(=O)c2ccc3cc(Cl)ccc3c2)C1=O. As a reaction SMILES: [C:51](=[O:52])([O-:53])[O-:54].[CH3:58][OH:59].[CH:48](=[O:49])[OH:50].[Cl:1][c:2]1[cH:3][c:4]2[cH:5][cH:6][c:7]([S:12](=[O:13])(=[O:14])[N:15]([CH2:16][C:17](=[O:18])[O:19][CH2:20][c:21]3[cH:22][cH:23][cH:24][cH:25][cH:26]3)[CH:27]3[C:28](=[O:47])[N:29]([CH:32]([C:33]([N:34]4[CH:35]([CH2:39][N:40]5[CH2:41][CH2:42][CH2:43][CH2:44]5)[CH2:36][CH2:37][CH2:38]4)=[O:45])[CH3:46])[CH2:30][CH2:31]3)[cH:8][c:9]2[cH:10][cH:11]1.[K+:55].[K+:56].[OH2:57]>>[CH:48](=[O:49])[O-:50].[Cl:1][c:2]1[cH:3][c:4]2[cH:5][cH:6][c:7]([S:12](=[O:13])(=[O:14])[N:15]([CH2:16][C:17](=[O:18])[OH:19])[CH:27]3[C:28](=[O:47])[N:29]([CH:32]([C:33]([N:34]4[CH:35]([CH2:39][N:40]5[CH2:41][CH2:42][CH2:43][CH2:44]5)[CH2:36][CH2:37][CH2:38]4)=[O:45])[CH3:46])[CH2:30][CH2:31]3)[cH:8][c:9]2[cH:10][cH:11]1. Starting materials: COC1=CC=C2C(=N1)C(C(N2C)=O)(C)C (5-methoxy-1,3,3-trimethyl-1,3-dihydro-pyrrolo[3,2-b]pyridin-2-one), BrBr (bromine). Solvent: C(C)(=O)O (acetic acid). Conditions: temperature 60 celsius. The product is COC1=C(C=C2C(=N1)C(C(N2C)=O)(C)C)Br (5-methoxy-6-bromo-1,3,3-trimethyl-1,3-dihydro-pyrrolo[3,2-b]pyridin-2-one). Isolated yield 567.4%. As a reaction SMILES: [CH3:1][O:2][C:3]1[N:8]=[C:7]2[C:9]([CH3:15])([CH3:14])[C:10](=[O:13])[N:11]([CH3:12])[C:6]2=[CH:5][CH:4]=1.[Br:16]Br>C(O)(=O)C>[CH3:1][O:2][C:3]1[N:8]=[C:7]2[C:9]([CH3:15])([CH3:14])[C:10](=[O:13])[N:11]([CH3:12])[C:6]2=[CH:5][C:4]=1[Br:16]. Reported procedure: To a solution of 0.14 g (0.853 mmol) 5-methoxy-1,3,3-trimethyl-1,3-dihydro-pyrrolo[3,2-b]pyridin-2-one dissolved in 2 ml of acetic acid was added 0.136 g (0.0853 mmol) of bromine. The solution was heated to 60° C. for 1 hour. The reaction was cooled to room temperature and quenched with 5 ml of water. The pH was adjusted to 7.5 and the mixture extracted with ethyl acetate. The ethyl acetate extracts were combined, dried (Na2SO4) and evaporated. The residue was chromatographed on silica using chl... Reactants: CCO, CC=CB(O)O, Cc1cccc(C(=O)O)c1I, [K+], [K+], O=C([O-])[O-], [Pd]. Product: CC=Cc1c(C)cccc1C(=O)O. Reaction SMILES: [CH3:24][CH2:25][OH:26].[CH:12](=[CH:13][CH3:14])[B:15]([OH:16])[OH:17].[I:1][c:2]1[c:3]([C:4](=[O:5])[OH:6])[cH:7][cH:8][cH:9][c:10]1[CH3:11].[K+:18].[K+:19].[O-:20][C:21]([O-:22])=[O:23].[Pd:27]>>[c:2]1([CH:12]=[CH:13][CH3:14])[c:3]([C:4](=[O:5])[OH:6])[cH:7][cH:8][cH:9][c:10]1[CH3:11]. The reactants are ClC(c1ccccc1)(c1ccccc1)c1ccccc1, Cc1cn(C2CC(O)C(CO)O2)c(=O)[nH]c1=O, c1ccncc1. The product is Cc1cn(C2CC(O)C(COC(c3ccccc3)(c3ccccc3)c3ccccc3)O2)c(=O)[nH]c1=O. As a reaction SMILES: [C:1]([c:2]1[cH:3][cH:4][cH:5][cH:6][cH:7]1)([c:8]1[cH:9][cH:10][cH:11][cH:12][cH:13]1)([c:14]1[cH:15][cH:16][cH:17][cH:18][cH:19]1)[Cl:20].[CH3:21][c:22]1[cH:23][n:24]([CH:25]2[CH2:26][CH:27]([OH:28])[CH:29]([CH2:30][OH:31])[O:32]2)[c:33](=[O:34])[nH:35][c:36]1=[O:37].[cH:38]1[cH:39][cH:40][n:41][cH:42][cH:43]1>>[C:1]([c:2]1[cH:3][cH:4][cH:5][cH:6][cH:7]1)([c:8]1[cH:9][cH:10][cH:11][cH:12][cH:13]1)([c:14]1[cH:15][cH:16][cH:17][cH:18][cH:19]1)[O:31][CH2:30][CH:29]1[CH:27]([OH:28])[CH2:26][CH:25]([n:24]2[cH:23][c:22]([CH3:21])[c:36](=[O:37])[nH:35][c:33]2=[O:34])[O:32]1. The reactants are CO, C=C(NC(C)=O)c1ncc(F)cc1F. The product is CC(=O)NC(C)c1ncc(F)cc1F. As a reaction SMILES: [CH3:15][OH:16].[F:1][c:2]1[c:3]([C:9](=[CH2:10])[NH:11][C:12]([CH3:13])=[O:14])[n:4][cH:5][c:6]([F:8])[cH:7]1>>[F:1][c:2]1[c:3]([CH:9]([CH3:10])[NH:11][C:12]([CH3:13])=[O:14])[n:4][cH:5][c:6]([F:8])[cH:7]1. The reactants are C1(=CC=CC=C1)[Li] (phenyllithium), C(C1=CC=CC=C1)[Mg]Br (benzylmagnesium bromide), N1=CC=CC2=CC=CC=C12 (quinoline). Solvent: CCOCC (ether). Yields the product C1(=CC=CC=C1)C1NC2=CC=CC=C2CC1 (2-Phenyl-1,2,3,4-tetrahydroquinoline). RXN SMILES: [C:1]1([Li])[CH:6]=[CH:5][CH:4]=[CH:3][CH:2]=1.C([Mg]Br)C1C=CC=CC=1.[N:17]1[C:26]2[C:21](=[CH:22][CH:23]=[CH:24][CH:25]=2)[CH:20]=[CH:19][CH:18]=1>CCOCC>[C:1]1([CH:18]2[CH2:19][CH2:20][C:21]3[C:26](=[CH:25][CH:24]=[CH:23][CH:22]=3)[NH:17]2)[CH:6]=[CH:5][CH:4]=[CH:3][CH:2]=1. Procedure: By the 3-step method of Preparation E, substituting 1M phenyllithium in ether for the benzylmagnesium bromide solution, quinoline (25 g, 0.194 mol) was converted to present title product, 22.4 g, as an oil. Starting materials: NOCC(CN1CCCCC1)O (l-aminooxy-2-hydroxy-3-(1-piperidinyl)-propane), C(Cl)(Cl)Cl (chloroform), C(CCCCCC)N=C=O (heptyl isocyanate). Reaction conditions: time 20 hour. The product is OC(CONC(=O)NCCCCCCC)CN1CCCCC1 (N-[2-hydroxy-3-(1-piperidinyl)propoxy]-N′-heptyl-urea). RXN SMILES: [NH2:1][O:2][CH2:3][CH:4]([OH:12])[CH2:5][N:6]1[CH2:11][CH2:10][CH2:9][CH2:8][CH2:7]1.C(Cl)(Cl)Cl.[CH2:17]([N:24]=[C:25]=[O:26])[CH2:18][CH2:19][CH2:20][CH2:21][CH2:22][CH3:23]>>[OH:12][CH:4]([CH2:5][N:6]1[CH2:11][CH2:10][CH2:9][CH2:8][CH2:7]1)[CH2:3][O:2][NH:1][C:25]([NH:24][CH2:17][CH2:18][CH2:19][CH2:20][CH2:21][CH2:22][CH3:23])=[O:26]. Procedure details: To the solution of 1.23 g (7.1 mmol) of l-aminooxy-2-hydroxy-3-(1-piperidinyl)-propane dissolved in 20 ml of chloroform 1.0 g (7.1 mmol) of heptyl isocyanate was added and the reaction mixture was stirred for 20 hours. Solvent was evaporated in vacuum and the residue was purified by chromatography to give pure colorless oil. White crystalline product was obtained by triturating with petroleum ether.